This data is from the Open Reaction Database (ORD), a public repository of structured organic reaction records. The task is: describe an organic reaction: reactants, conditions, products, and yield The reactants are O1CCN(CC1)C=1C=C2CCC(NC2=CC1)=O (6-morpholino-3,4-dihydrocarbostyril), COC1=CC=C(CN)C=C1 (4-methoxybenzylamine). The product is COC1=CC=C(CN2CCN(CC2)C=2C=C3CCC(NC3=CC2)=O)C=C1 (6-[4-(4-methoxybenzyl)-1-piperazinyl]-3,4-dihydrocarbostyril). The yield is 10.0%. Reaction SMILES: O1[CH2:6][CH2:5][N:4]([C:7]2[CH:8]=[C:9]3[C:14](=[CH:15][CH:16]=2)[NH:13][C:12](=[O:17])[CH2:11][CH2:10]3)[CH2:3][CH2:2]1.[CH3:18][O:19][C:20]1[CH:27]=[CH:26][C:23]([CH2:24][NH2:25])=[CH:22][CH:21]=1>>[CH3:18][O:19][C:20]1[CH:27]=[CH:26][C:23]([CH2:24][N:25]2[CH2:6][CH2:5][N:4]([C:7]3[CH:8]=[C:9]4[C:14](=[CH:15][CH:16]=3)[NH:13][C:12](=[O:17])[CH2:11][CH2:10]4)[CH2:3][CH2:2]2)=[CH:22][CH:21]=1. Procedure: A mixture of 2.32 g of 6-morpholino-3,4-dihydrocarbostyril and 14.7 g of 4-methoxybenzylamine was placed in a sealed tube and heated at 170° to 200° C. for 5 hours. Excessive 4-methoxybenzylamine was distilled off under reduced pressure and the residue was isolated and purified through silica gel column chromatography followed by recrystallization from ethanol to give 0.35 g of 6-[4-(4-methoxybenzyl)-1-piperazinyl]-3,4-dihydrocarbostyril, m.p. 196°-198° C., colorless needles. The reactants are NOCc1ccccc1, CC(=O)[O-], CCO, Cl, [Na+], O=C1Nc2ccccc2C1=O, O. The product is O=C1Nc2ccccc2C1=NOCc1ccccc1. As a reaction SMILES: [CH2:13]([c:14]1[cH:15][cH:16][cH:17][cH:18][cH:19]1)[O:20][NH2:21].[CH3:23][C:24](=[O:25])[O-:26].[CH3:27][CH2:28][OH:29].[ClH:12].[Na+:22].[O:1]=[C:2]1[NH:3][c:4]2[cH:5][cH:6][cH:7][cH:8][c:9]2[C:10]1=[O:11].[OH2:30]>>[O:1]=[C:2]1[NH:3][c:4]2[cH:5][cH:6][cH:7][cH:8][c:9]2[C:10]1=[N:21][O:20][CH2:13][c:14]1[cH:15][cH:16][cH:17][cH:18][cH:19]1. The reactants are CC(C)(C)OC(=O)C=Cc1ccc(C=CC(=O)c2cccnc2)c(F)c1, ClCCl, O=C(O)C(F)(F)F. The product is O=C(O)C=Cc1ccc(C=CC(=O)c2cccnc2)c(F)c1. As a reaction SMILES: [C:1]([CH3:2])([CH3:3])([CH3:4])[O:5][C:6]([CH:7]=[CH:8][c:9]1[cH:10][c:11]([F:25])[c:12]([CH:15]=[CH:16][C:17]([c:18]2[cH:19][n:20][cH:21][cH:22][cH:23]2)=[O:24])[cH:13][cH:14]1)=[O:26].[Cl:27][CH2:28][Cl:29].[F:30][C:31]([F:32])([F:33])[C:34]([OH:35])=[O:36]>>[O:5]=[C:6]([CH:7]=[CH:8][c:9]1[cH:10][c:11]([F:25])[c:12]([CH:15]=[CH:16][C:17]([c:18]2[cH:19][n:20][cH:21][cH:22][cH:23]2)=[O:24])[cH:13][cH:14]1)[OH:26]. The reactants are OC1=C(C=CC=C1)C1=NC2=CC(=CC=C2C(=N1)N1C[C@@H](CCC1)NC(OC(C)(C)C)=O)C (tert-Butyl (R)-1-(2-(2-hydroxyphenyl)-7-methylquinazolin-4-yl)piperidin-3-ylcarbamate), C(=O)(C(F)(F)F)O (TFA). The solvent is C(Cl)Cl (CH2Cl2). Run at time 1.5 hour. Product: N[C@H]1CN(CCC1)C1=NC(=NC2=CC(=CC=C12)C)C1=C(C=CC=C1)O (2-(4-((R)-3-aminopiperidin-1-yl)-7-methylquinazolin-2-yl)phenol). Isolated yield 85.4%. Reaction SMILES: [OH:1][C:2]1[CH:7]=[CH:6][CH:5]=[CH:4][C:3]=1[C:8]1[N:17]=[C:16]([N:18]2[CH2:23][CH2:22][CH2:21][C@@H:20]([NH:24]C(=O)OC(C)(C)C)[CH2:19]2)[C:15]2[C:10](=[CH:11][C:12]([CH3:32])=[CH:13][CH:14]=2)[N:9]=1.C(O)(C(F)(F)F)=O>C(Cl)Cl>[NH2:24][C@@H:20]1[CH2:21][CH2:22][CH2:23][N:18]([C:16]2[C:15]3[C:10](=[CH:11][C:12]([CH3:32])=[CH:13][CH:14]=3)[N:9]=[C:8]([C:3]3[CH:4]=[CH:5][CH:6]=[CH:7][C:2]=3[OH:1])[N:17]=2)[CH2:19]1. Procedure details: tert-Butyl (R)-1-(2-(2-hydroxyphenyl)-7-methylquinazolin-4-yl)piperidin-3-ylcarbamate (0.54 g, 1.24 mmol) was dissolved in CH2Cl2 (15 mL) followed by the addition of TFA (8 mL). The reaction was stirred for 1.5 h, and the solvents were evaporated to an oily liquid which was diluted with CH2Cl2 and neutralized with a 1 M aqueous NaOH solution. The organic layer was separated, and the aqueous layer was washed two times with CH2Cl2. After drying the combined organic phases over MgSO4, they were fil... The reactants are FC1=CC=CC2=C1C(CO2)=NO (4-fluorobenzofuran-3(2H)-one oxime), FC1=CC=CC2=C1C(CO2)=O (4-fluorobenzofuran-3(2H)-one). Reagents/catalysts: [Pd] (Palladium). The solvent is CO (MeOH). The product is O1CC(C2=C1C=CC=C2)N (2,3-dihydrobenzofuran-3-amine). RXN SMILES: F[C:2]1[C:7]2[C:8](=[N:11]O)[CH2:9][O:10][C:6]=2[CH:5]=[CH:4][CH:3]=1.FC1C2C(=O)COC=2C=CC=1>CO.[Pd]>[O:10]1[C:6]2[CH:5]=[CH:4][CH:3]=[CH:2][C:7]=2[CH:8]([NH2:11])[CH2:9]1. Procedure: To the solution of benzofuran-3(2H)-one oxime (1.0 g, obtained from commercially available benzofuran-3(2H)-one via the procedure outlined for the synthesis of 4-fluorobenzofuran-3(2H)-one oxime from 4-fluorobenzofuran-3(2H)-one) in 50 mL MeOH, 10% Palladium on active carbon (0.1 g) was added. The mixture was evacuated then filled with H2 three times. Finally the oxime was reduced under a H2 balloon for 24 hours. The mixture was filtered through a pad of celite, and the cake was washed with MeOH...